Dataset: the Open Reaction Database (ORD), a public repository of structured organic reaction records. Task: describe an organic reaction: reactants, conditions, products, and yield Starting materials: CN(C1=NC=C(C=C1)[N+](=O)[O-])C (2-Dimethylamino-5-nitropyridine), C1=CC=C(C=C1)OC(=NC#N)OC2=CC=CC=C2 (diphenylcyanocarbonimidate), amine. The solvent is COCCOC (ethylene glycol dimethyl ether). Reaction conditions: time 3 hour. The product is C(#N)N=C(NC=1C=NC(=CC1)N(C)C)OC1=CC=CC=C1 (N'-Cyano-N-(6-dimethylamino-3-pyridyl)-O-phenylisourea). The yield is 74.4%. As a reaction SMILES: [CH3:1][N:2]([CH3:12])[C:3]1[CH:8]=[CH:7][C:6]([N+:9]([O-])=O)=[CH:5][N:4]=1.[CH:13]1[CH:18]=[CH:17][C:16]([O:19][C:20](OC2C=CC=CC=2)=[N:21][C:22]#[N:23])=[CH:15][CH:14]=1>COCCOC>[C:22]([N:21]=[C:20]([O:19][C:16]1[CH:17]=[CH:18][CH:13]=[CH:14][CH:15]=1)[NH:9][C:6]1[CH:5]=[N:4][C:3]([N:2]([CH3:12])[CH3:1])=[CH:8][CH:7]=1)#[N:23]. Procedure details: A stirred mixture of the crude amine prepared from 5.00 g (0.0299 mol) of the product from Step 1, diphenylcyanocarbonimidate (7.20 g, 0.0302 mol) and ethylene glycol dimethyl ether (60 ml) was kept under nitrogen for 3 hours and diluted with Et20. The solid was collected by filtration, washed with Et2O and dried to give 6.26 g of the titled product.